From a dataset of the Open Reaction Database (ORD), a public repository of structured organic reaction records. describe an organic reaction: reactants, conditions, products, and yield Starting materials: C1CCNCC1, CCO, O=Cc1cnn2ccc(Nc3cccc(Cl)c3)nc12, O=C1CSC(=O)N1. Yields the product O=C1NC(=O)C(=Cc2cnn3ccc(Nc4cccc(Cl)c4)nc23)S1. Reaction SMILES: [CH2:27]1[CH2:28][CH2:29][NH:30][CH2:31][CH2:32]1.[CH3:33][CH2:34][OH:35].[Cl:1][c:2]1[cH:3][c:4]([NH:8][c:9]2[n:10][c:11]3[n:12]([cH:13][cH:14]2)[n:15][cH:16][c:17]3[CH:18]=[O:19])[cH:5][cH:6][cH:7]1.[S:20]1[C:21](=[O:26])[NH:22][C:23](=[O:25])[CH2:24]1>>[Cl:1][c:2]1[cH:3][c:4]([NH:8][c:9]2[n:10][c:11]3[n:12]([cH:13][cH:14]2)[n:15][cH:16][c:17]3[CH:18]=[C:24]2[S:20][C:21](=[O:26])[NH:22][C:23]2=[O:25])[cH:5][cH:6][cH:7]1. Reactants: O1[C@@H](C1)COS(=O)(=O)C1=CC(=CC=C1)[N+](=O)[O-] ((2S)-oxiran-2-ylmethyl-3-nitrobenzenesulfonate), OC1=C(C(=O)NC)C=CC=C1 (2-hydroxy-N-methylbenzamide), C([O-])([O-])=O.[Cs+].[Cs+] (cesium carbonate). The solvent is CN(C=O)C (dimethylformamide). Reaction conditions: time 8 hour. Yields the product CNC(C1=C(C=CC=C1)OC[C@H]1OC1)=O (N-Methyl-2-[(2S)-oxiran-2-ylmethoxy]benzamide). Yield: 91.4%. Reaction SMILES: [O:1]1[CH2:3][C@H:2]1[CH2:4]OS(C1C=CC=C([N+]([O-])=O)C=1)(=O)=O.[OH:18][C:19]1[CH:28]=[CH:27][CH:26]=[CH:25][C:20]=1[C:21]([NH:23][CH3:24])=[O:22].C(=O)([O-])[O-].[Cs+].[Cs+]>CN(C)C=O>[CH3:24][NH:23][C:21](=[O:22])[C:20]1[CH:25]=[CH:26][CH:27]=[CH:28][C:19]=1[O:18][CH2:4][C@@H:2]1[CH2:3][O:1]1 |f:2.3.4|. Reported procedure: A mixture of (2S)-oxiran-2-ylmethyl-3-nitrobenzenesulfonate (388.5 mg, 1.50 mmol), 2-hydroxy-N-methylbenzamide (226.5 mg, 1.50 mmol) and cesium carbonate (586 mg, 1.80 mmol) in dimethylformamide (6 mL) was kept on stirring at room temperature overnight. The reaction mixture was partitioned between ethyl acetate and water. The organic phase was dried over sodium sulphate, Na2SO4, filtered and concentrated. The residue was purified by silica gel flash chromatography (0-50% ethyl acetate in petrole... Reactants: C[Si](C)(C)C#CC1=CC=C2C(N3C(=NC2=C1)CNCC3)=O (9-((trimethylsilyl)ethynyl)-3,4-dihydro-1H-pyrazino[2,1-b]quinazolin-6(2H)-one), [OH-].[K+] (KOH). Solvent: CO (MeOH). Conditions: time 1 hour. Product: C(#C)C1=CC=C2C(N3C(=NC2=C1)CNCC3)=O (9-ethynyl-3,4-dihydro-1H-pyrazino[2,1-b]quinazolin-6(2H)-one). The yield is 66.0%. RXN SMILES: C[Si]([C:5]#[C:6][C:7]1[CH:16]=[C:15]2[C:10]([C:11](=[O:21])[N:12]3[CH2:20][CH2:19][NH:18][CH2:17][C:13]3=[N:14]2)=[CH:9][CH:8]=1)(C)C.[OH-].[K+]>CO>[C:6]([C:7]1[CH:16]=[C:15]2[C:10]([C:11](=[O:21])[N:12]3[CH2:20][CH2:19][NH:18][CH2:17][C:13]3=[N:14]2)=[CH:9][CH:8]=1)#[CH:5] |f:1.2|. Procedure: To a solution of 9-((trimethylsilyl)ethynyl)-3,4-dihydro-1H-pyrazino[2,1-b]quinazolin-6(2H)-one (120 mg) in MeOH (50 mL) was added 1 N KOH (2 mL). The mixture was stirred at room temperature for 1 h. Then the reaction mixture was adjusted pH to 8 and extracted with ethyl acetate three times. The combined organic layers were dried over Na2SO4 and concentrated to give the desired product (60 mg), which was purified by column chromatography. MS (ESI): 226 (MH+). The reactants are N1(C=NC=C1)CC1=CC2=C(NC(=N2)CO)C=C1 (5-(1H-imidazol-1-ylmethyl)-1H-benzimidazole-2-methanol), C([O-])([O-])=O.[K+].[K+] (potassium carbonate), [Mn](=O)(=O)(=O)[O-].[K+] (potassium permanganate). The solvent is O (water). Reaction conditions: time 15 minute. Yields the product O.O.N1(C=NC=C1)CC1=CC2=C(NC(=N2)C(=O)O)C=C1 (5-(1H-imidazol-1-ylmethyl)-1H-benzimidazole-2-carboxylic acid dihydrate). Isolated yield 31.8%. As a reaction SMILES: [N:1]1([CH2:6][C:7]2[CH:17]=[CH:16][C:10]3[NH:11][C:12]([CH2:14][OH:15])=[N:13][C:9]=3[CH:8]=2)[CH:5]=[CH:4][N:3]=[CH:2]1.C(=O)([O-])[O-:19].[K+].[K+].[Mn]([O-])(=O)(=O)=[O:25].[K+]>O>[OH2:15].[OH2:19].[N:1]1([CH2:6][C:7]2[CH:17]=[CH:16][C:10]3[NH:11][C:12]([C:14]([OH:25])=[O:15])=[N:13][C:9]=3[CH:8]=2)[CH:5]=[CH:4][N:3]=[CH:2]1 |f:1.2.3,4.5,7.8.9|. Procedure details: To a stirred and heated (60° C.) solution of 8 parts of 5-(1H-imidazol-1-ylmethyl)-1H-benzimidazole-2-methanol, 4.7 parts of potassium carbonate and 100 parts of water were added portionwise 11.1 parts of potassium permanganate. Upon completion, stirring was continued for 15 minutes at 60° C. The manganese(IV) oxide was filtered off over diatomaceous earth. After cooling, the filtrate was treated with glacial acetic acid to pH 5.5. The whole was evaporated to dry. The residue was taken up in a s... Starting materials: CN(CCCN=C=NCC)C (1-(3-dimethylaminopropyl)-3-ethylcarbodiimide), [N+](=O)([O-])C=1C=C(C=CC1)CC(=O)O (3-nitrophenylacetic acid), C(C1=CC=CC=C1)O (benzyl alcohol), CNC1(CC=NC=C1)NC (4,4-dimethylaminopyridine). The solvent is ClCCl (dichloromethane). Conditions: time 3 day. Yields the product C(C)(C)(C)OC(C1=CC(=CC=C1)N)=O (3-Amino-benzoic acid tert-butyl ester). RXN SMILES: [N+](C1C=C(C[C:11]([OH:13])=[O:12])C=CC=1)([O-])=O.[CH2:14](O)[C:15]1[CH:20]=CC=C[CH:16]=1.CN[C:24]1(NC)[CH:29]=[CH:28][N:27]=[CH:26][CH2:25]1.[CH3:32]N(C)CCCN=C=NCC>ClCCl>[C:15]([O:13][C:11](=[O:12])[C:26]1[CH:25]=[CH:24][CH:29]=[C:28]([NH2:27])[CH:32]=1)([CH3:20])([CH3:16])[CH3:14]. Procedure: A mixture of 3-nitrophenylacetic acid (5 g), benzyl alcohol (2.9 ml) and 4,4-dimethylaminopyridine (300 mg) in dry dichloromethane (50 ml) was treated with 1-(3-dimethylaminopropyl)-3-ethylcarbodiimide (7.4 g). The resulting yellow mixture was stirred at 23° for 3 days whereupon the solvent was removed in vacuo. The residue was partitioned between water (100 ml) and ethyl actate (100 ml) and the organic phase washed with water (2×100 ml) and saturated brine (100 ml) then dried and evaporated. Th... Reactants: BrCC1=CC(=C(C(=O)OC)C=C1)O[Si](C)(C)C(C)(C)C (methyl 4-(bromomethyl)-2-{[tert-butyl(dimethyl)silyl]oxy}benzoate), C(C)OP(OCC)OCC (triethylphosphite). Conditions: temperature 130 celsius, time 24 hour. Yields the product [Si](C)(C)(C(C)(C)C)OC1=C(C(=O)OC)C=CC(=C1)CP(=O)(OCC)OCC (methyl 2-{[tert-butyl(dimethyl)silyl]oxy}-4-[(diethoxyphosphoryl)methyl]benzoate). Yield: 66.1%. Reaction SMILES: Br[CH2:2][C:3]1[CH:12]=[CH:11][C:6]([C:7]([O:9][CH3:10])=[O:8])=[C:5]([O:13][Si:14]([C:17]([CH3:20])([CH3:19])[CH3:18])([CH3:16])[CH3:15])[CH:4]=1.[CH2:21]([O:23][P:24]([O:28]CC)[O:25][CH2:26][CH3:27])[CH3:22]>>[Si:14]([O:13][C:5]1[CH:4]=[C:3]([CH2:2][P:24]([O:25][CH2:26][CH3:27])([O:23][CH2:21][CH3:22])=[O:28])[CH:12]=[CH:11][C:6]=1[C:7]([O:9][CH3:10])=[O:8])([C:17]([CH3:20])([CH3:19])[CH3:18])([CH3:16])[CH3:15]. Reported procedure: A mixture of methyl 4-(bromomethyl)-2-{[tert-butyl(dimethyl)silyl]oxy}benzoate (0.30 g) and triethylphosphite (0.17 g) was mixed at 25° C. and then stirred at 130° C. for 24 hours. The reaction liquid was concentrated under reduced pressure and azeotroped with toluene twice (30 mL×2). The residue was purified by silica gel column chromatography (automatic purification device, hexane:EtOAc=40:60 to 10:90) to obtain methyl 2-{[tert-butyl(dimethyl)silyl]oxy}-4-[(diethoxyphosphoryl)methyl]benzoate (... Reactants: C1=CC=CC=2NC3=C4C=CC=CC4=NC3=C(C12)C(=O)O (Quindoline-11-carboxylic acid), [OH-].[K+] (KOH), BaO, CI (methyl iodide), CN(C)C=O (DMF). Conditions: time 48 hour. Yields the product CN1C2=CC=CC=C2C=2N=C3C=CC=CC3=C(C12)C(=O)OC (Methyl 10-Methylquindoline-11-carboxylate). Isolated yield 39.3%. RXN SMILES: [CH:1]1[C:17]2[C:16]([C:18]([OH:20])=[O:19])=C3[C:7](=[C:8]4C(=N3)[CH:12]=[CH:11][CH:10]=[CH:9]4)[NH:6][C:5]=2[CH:4]=[CH:3][CH:2]=1.[OH-].[K+].[CH3:23]I.[CH3:25][N:26]([CH:28]=O)[CH3:27]>>[CH3:27][N:26]1[C:25]2[C:16]([C:18]([O:20][CH3:23])=[O:19])=[C:17]3[C:5]([CH:4]=[CH:3][CH:2]=[CH:1]3)=[N:6][C:7]=2[C:8]2[C:28]1=[CH:12][CH:11]=[CH:10][CH:9]=2 |f:1.2|. Procedure details: A mixture of quindoline-11-carboxylic acid (2.6 g, 10 mmol) from Example 1, DMF (25 mL), KOH (2.24 g, 40 mmol), BaO (6.27 g, 40 mmol) and methyl iodide (9.7 mL, 130 mmol) was stirred at room temperature for 48 hours, then partitioned between benzene (60 mL) and water (100 mL). The benzene layer was washed with water (2×60 mL), dried and concentrated. The residue was recrystallized from hexane to afford 1.14 g (39.3%) of the title compound as light yellow crystals, mp 127° C.; 1H NMR (CDCl3) δ 8....